From a dataset of the Open Reaction Database (ORD), a public repository of structured organic reaction records. describe an organic reaction: reactants, conditions, products, and yield The reactants are ClC=1C=C(C=2N(N1)C=CN2)NC2=C(C=CC=C2F)F (6-chloro-N-(2,6-difluorophenyl)imidazo[1,2-b]pyridazin-8-amine), 1a, N[C@@H]1CC[C@H](CC1)N (trans-1,4-diaminocyclohexane). Solvent: O (water). Reaction conditions: time 24 hour. Product: N[C@@H]1CC[C@H](CC1)NC=1C=C(C=2N(N1)C=CN2)NC2=C(C=CC=C2F)F (N6-(trans-4-aminocyclohexyl)-N8-(2,6-difluorophenyl)imidazo[1,2-b]pyridazine-6,8-diamine). Isolated yield 75.9%. Reaction SMILES: Cl[C:2]1[CH:3]=[C:4]([NH:11][C:12]2[C:17]([F:18])=[CH:16][CH:15]=[CH:14][C:13]=2[F:19])[C:5]2[N:6]([CH:8]=[CH:9][N:10]=2)[N:7]=1.[NH2:20][C@H:21]1[CH2:26][CH2:25][C@H:24]([NH2:27])[CH2:23][CH2:22]1>O>[NH2:20][C@H:21]1[CH2:26][CH2:25][C@H:24]([NH:27][C:2]2[CH:3]=[C:4]([NH:11][C:12]3[C:17]([F:18])=[CH:16][CH:15]=[CH:14][C:13]=3[F:19])[C:5]3[N:6]([CH:8]=[CH:9][N:10]=3)[N:7]=2)[CH2:23][CH2:22]1. Reported procedure: To crude 6-chloro-N-(2,6-difluorophenyl)imidazo[1,2-b]pyridazin-8-amine (0.186 mmol) from 1a was added trans-1,4-diaminocyclohexane (1000 mg, 8.77 mmol). The mixture was allowed to melt at 160° C. for 24 hrs. The melt was then cooled, water was added, followed by extraction with dichloromethane. The organic layer was then concentrated in vacuo and the resulting residue purified by reverse phase preparative HPLC to provide 50.6 mg (46%) of the titled compound as a TFA salt. LC/MS, m/e 359 (M+1). ... Run at time 12 hour. The reactants are COCCN (2-methoxyethylamine), C(C)(=O)O[BH-](OC(C)=O)OC(C)=O.[Na+] (Sodium triacetoxy borohydride), CS(=O)(=O)N1CCC(CC1)=O (1-methanesulphonyl-piperidine-4-one), C(C)(=O)O (acetic acid). Yields the product CS(=O)(=O)N1CCC(CC1)NCCOC (1-methanesulphonyl-piperidin-4-yl-2-methoxy-ethylamine). Reported procedure: To a solution of 1-methanesulphonyl-piperidine-4-one (182 mg; prepared from N—BOC-piperidone by reaction of piperidone-4-one TFA salt with methane sulphonyl chloride), stirring in anhydrous 1,2-dichloroethane (6 ml) was added 2-methoxyethylamine (90 μl) followed by glacial acetic acid (62 μl). Sodium triacetoxy borohydride (284 mg), was added in aliquots over 30 minutes and the reaction mixture stirred for 12 hours at room temperature, then diluted with dichloromethane (40 ml), washed with 50% N... RXN SMILES: [CH3:1][S:2]([N:5]1[CH2:10][CH2:9][C:8](=O)[CH2:7][CH2:6]1)(=[O:4])=[O:3].[CH3:12][O:13][CH2:14][CH2:15][NH2:16].C(O)(=O)C.C(O[BH-](OC(=O)C)OC(=O)C)(=O)C.[Na+]>ClCCCl.ClCCl>[CH3:1][S:2]([N:5]1[CH2:10][CH2:9][CH:8]([NH:16][CH2:15][CH2:14][O:13][CH3:12])[CH2:7][CH2:6]1)(=[O:4])=[O:3] |f:3.4|. Solvent: ClCCCl (1,2-dichloroethane), ClCCl (dichloromethane). Starting materials: ClC1=C(C=CC=C1)C1=NCC(NC2=C1C=C(C(=C2)OC)C)=S (5-(2-chlorophenyl)-1,3-dihydro-8-methoxy-7-methyl-2H-1,4-benzodiazepin-2-thione), C(C)OC(N(C)C)OCC (1,1-diethoxy-N,N-dimethyl-methanamine), NN (hydrazine). Product: ClC1=C(C=CC=C1)C1=NC=2C(=NC3=C1C=C(C(=C3)OC)C)NNC2 (5-(2-chlorophenyl)-1,2-dihydro-8-methoxy-7-methyl-pyrazolo[3,4-b][1,4]benzodiazepine). As a reaction SMILES: [Cl:1][C:2]1[CH:7]=[CH:6][CH:5]=[CH:4][C:3]=1[C:8]1[C:14]2[CH:15]=[C:16]([CH3:21])[C:17]([O:19][CH3:20])=[CH:18][C:13]=2[NH:12][C:11](=S)[CH2:10][N:9]=1.C(OC(OCC)[N:27]([CH3:29])C)C.[NH2:33]N>>[Cl:1][C:2]1[CH:7]=[CH:6][CH:5]=[CH:4][C:3]=1[C:8]1[C:14]2[CH:15]=[C:16]([CH3:21])[C:17]([O:19][CH3:20])=[CH:18][C:13]=2[N:12]=[C:11]2[NH:33][NH:27][CH:29]=[C:10]2[N:9]=1. Reported procedure: 5-(2-chlorophenyl)-1,2-dihydro-8-methoxy-7-methyl-pyrazolo[3,4-b][1,4]benzodiazepine (XXIIz) was prepared by reacting 0.003 moles of 5-(2-chlorophenyl)-1,3-dihydro-8-methoxy-7-methyl-2H-1,4-benzodiazepin-2-thione (IIz) with 1,1-diethoxy-N,N-dimethyl-methanamine and then hydrazine in a manner analogous to Example 90. Recrystallization from ethyl acetate-methanol provided 5-(2-chlorophenyl)-1,2-dihydro-8-methoxy-7-methyl-pyrazolo[3,4-b][1,4]benzodiazepine as a light red solid, mp 275-276° C. The reactants are FC1=C(C#N)C=CC(=C1F)C1=CC=C(C=C1)NC(=O)OC(C)(C)C (2,3-difluoro-4-(4-tert-butoxycarbonylaminophenyl)benzonitrile), O.NN (hydrazine hydrate). Run in C(C)O (ethanol). Conditions: time 19 hour. Product: NC1=NNC2=C(C(=CC=C12)C1=CC=C(C=C1)NC(=O)OC(C)(C)C)F (3-amino-7-fluoro-6-(4-tert-butoxycarbonylaminophenyl)-1H-indazole). Reaction SMILES: F[C:2]1[C:9]([F:10])=[C:8]([C:11]2[CH:16]=[CH:15][C:14]([NH:17][C:18]([O:20][C:21]([CH3:24])([CH3:23])[CH3:22])=[O:19])=[CH:13][CH:12]=2)[CH:7]=[CH:6][C:3]=1[C:4]#[N:5].O.[NH2:26][NH2:27]>C(O)C>[NH2:5][C:4]1[C:3]2[C:2](=[C:9]([F:10])[C:8]([C:11]3[CH:16]=[CH:15][C:14]([NH:17][C:18]([O:20][C:21]([CH3:24])([CH3:23])[CH3:22])=[O:19])=[CH:13][CH:12]=3)=[CH:7][CH:6]=2)[NH:27][N:26]=1 |f:1.2|. Reported procedure: A solution of 0.8 g of 2,3-difluoro-4-(4-tert-butoxycarbonylaminophenyl)benzonitrile in 25 mL of absolute ethanol is admixed with 0.35 mL of hydrazine hydrate. The reaction mixture is stirred for 19 hours at the reflux of the solvent and then concentrated under reduced pressure. The solid residue is stirred with 25 mL of distilled water, filtered and washed with 2×5 mL of dichloromethane. After suction treatment, 0.54 g of 3-amino-7-fluoro-6-(4-tert-butoxycarbonylaminophenyl)-1H-indazole is obta... Starting materials: [Al+3], CCOC(=O)c1ccc(C)c(Br)c1, C1CCOC1, Cl, [H-], [H-], [H-], [H-], [Li+]. The product is Cc1ccc(CO)cc1Br. As a reaction SMILES: [Al+3:15].[Br:1][c:2]1[cH:3][c:4]([C:5](=[O:6])[O:7][CH2:8][CH3:9])[cH:10][cH:11][c:12]1[CH3:13].[CH2:21]1[O:22][CH2:23][CH2:24][CH2:25]1.[ClH:20].[H-:14].[H-:17].[H-:18].[H-:19].[Li+:16]>>[Br:1][c:2]1[cH:3][c:4]([CH2:5][OH:6])[cH:10][cH:11][c:12]1[CH3:13]. Starting materials: N1(CCOCC1)CC1=C(C=C(C=C1)CC)O (2-(morpholin-4-ylmethyl)-5-ethylphenol), BrC(C(=O)OC)C (methyl 2-bromopropanoate), C([O-])([O-])=O.[K+].[K+] (potassium carbonate). The solvent is CC(=O)CC (methylethylketone). Reaction conditions: time 27 hour. Product: N1(CCOCC1)CC1=C(OC(C(=O)OC)C)C=C(C=C1)CC (methyl 2-[2-(morpholin4-ylmethyl)-5-ethylphenoxy]propanoate). The yield is 100.8%. RXN SMILES: [N:1]1([CH2:7][C:8]2[CH:13]=[CH:12][C:11]([CH2:14][CH3:15])=[CH:10][C:9]=2[OH:16])[CH2:6][CH2:5][O:4][CH2:3][CH2:2]1.Br[CH:18]([CH3:23])[C:19]([O:21][CH3:22])=[O:20].C(=O)([O-])[O-].[K+].[K+]>CC(CC)=O>[N:1]1([CH2:7][C:8]2[CH:13]=[CH:12][C:11]([CH2:14][CH3:15])=[CH:10][C:9]=2[O:16][CH:18]([CH3:23])[C:19]([O:21][CH3:22])=[O:20])[CH2:6][CH2:5][O:4][CH2:3][CH2:2]1 |f:2.3.4|. Procedure: To a 250 mL round bottom flask equipped with a mechanical stirrer and a thermometer was added 5.0 grams (0.0.023 mole--1.0 equiv.) of 2-(morpholin-4-ylmethyl)-5-ethylphenol, 4.54 grams (0.027 mole--1.2 equiv.) of methyl 2-bromopropanoate, 3.75 grams (0.027 mole--1.2 equiv.) of potassium carbonate, and 50 mL (%Wt/Vol. Phenol to Solvent--10%) of methylethylketone. The reaction mixture was heated to reflux where it stirred for 27 hours. After this period, the reaction mixture was analyzed by GC, wh... The reactants are ClC1(C(NC2=CC=C(C(=C12)Cl)OC)=O)Cl (3,3,4-trichloro-5-methoxy-1 ,3-dihydro-indol-2-one), ClN(C(=O)OCC)Cl (N,N-dichlorourethane). Run in CC(=O)O (AcOH). Reaction conditions: temperature 60 celsius, time 2 day. Product: ClC1(C(NC2=C(C=C(C(=C12)Cl)OC)Cl)=O)Cl (3,3,4,7-Tetrachloro-5-methoxy-1,3-dihydro-indol-2-one). Yield: 93.9%. RXN SMILES: [Cl:1][C:2]1([Cl:15])[C:10]2[C:5](=[CH:6][CH:7]=[C:8]([O:12][CH3:13])[C:9]=2[Cl:11])[NH:4][C:3]1=[O:14].[Cl:16]N(Cl)C(OCC)=O>CC(O)=O>[Cl:15][C:2]1([Cl:1])[C:10]2[C:5](=[C:6]([Cl:16])[CH:7]=[C:8]([O:12][CH3:13])[C:9]=2[Cl:11])[NH:4][C:3]1=[O:14]. Procedure: 11.54 g of 3,3,4-trichloro-5-methoxy-1 ,3-dihydro-indol-2-one (43.3 mmol) was suspended in glacial AcOH (200 mL). 3.343 g (21.7 mmol) of N,N-dichlorourethane was added and the mixture was stirred at 60° C. for 2 days. The reaction mixture was cooled to room temperature, the precipitate collected by filtration and dried on high vacuum. Re-crystallization from benzene (150 mL) yielded 6.135 g of product (containing 5% of the start. material as an impurity).